This data is from the Open Reaction Database (ORD), a public repository of structured organic reaction records. The task is: describe an organic reaction: reactants, conditions, products, and yield The reactants are [Br-], [Br-], [Br-], CO, Cl, O=[N+]([O-])c1ccc2cn[nH]c2c1, [Na+], [OH-], O, c1cc[nH+]cc1, c1cc[nH+]cc1, c1cc[nH+]cc1. Yields the product O=[N+]([O-])c1ccc2c(Br)n[nH]c2c1. RXN SMILES: [Br-:15].[Br-:16].[Br-:17].[CH3:38][OH:39].[ClH:36].[N+:3](=[O:4])([O-:5])[c:6]1[cH:7][cH:8][c:9]2[cH:10][n:11][nH:12][c:13]2[cH:14]1.[Na+:2].[OH-:1].[OH2:37].[nH+:18]1[cH:19][cH:20][cH:21][cH:22][cH:23]1.[nH+:24]1[cH:25][cH:26][cH:27][cH:28][cH:29]1.[nH+:30]1[cH:31][cH:32][cH:33][cH:34][cH:35]1>>[N+:3](=[O:4])([O-:5])[c:6]1[cH:7][cH:8][c:9]2[c:10]([Br:15])[n:11][nH:12][c:13]2[cH:14]1. As a reaction SMILES: [CH3:1][O:2][c:3]1[cH:4][cH:5][cH:6][c:7]2[c:12]1[O:11][CH2:10][CH:9]([CH2:13][NH2:14])[O:8]2.[CH:31]([N:32]([CH:33]([CH3:34])[CH3:35])[CH2:36][CH3:37])([CH3:38])[CH3:39].[Cl:15][CH2:16][CH2:17][CH2:18][O:19][c:20]1[cH:21][cH:22][c:23]2[cH:24][cH:25][c:26](=[O:30])[o:27][c:28]2[cH:29]1.[I-:41].[Na+:40].[O:42]=[CH:43][N:44]([CH3:45])[CH3:46]>>[CH3:1][O:2][c:3]1[cH:4][cH:5][cH:6][c:7]2[c:12]1[O:11][CH2:10][CH:9]([CH2:13][NH:14][CH2:16][CH2:17][CH2:18][O:19][c:20]1[cH:21][cH:22][c:23]3[cH:24][cH:25][c:26](=[O:30])[o:27][c:28]3[cH:29]1)[O:8]2. Starting materials: COc1cccc2c1OCC(CN)O2, CCN(C(C)C)C(C)C, O=c1ccc2ccc(OCCCCl)cc2o1, [I-], [Na+], CN(C)C=O. The product is COc1cccc2c1OCC(CNCCCOc1ccc3ccc(=O)oc3c1)O2. Starting materials: C(=O)(OC(C)(C)C)N[C@@H](CC1=CC=CC=C1)C(=O)N[C@@H](CCCNC(=O)OC(C)(C)C)C(=O)O (N-Boc-phenylalanyl-Nδ-Boc-ornithine), NC=1C=NC2=CC=CC=C2C1 (3-aminoquinoline), C(C)(C)N(CC)C(C)C (diisopropylethylamine), P(=O)(Cl)(Cl)Cl (phosphorus oxychloride). The reagents and catalysts are CN(C1=CC=NC=C1)C (4-(dimethylamino)pyridine). The solvent is C(Cl)Cl (methylene chloride), C(C)(=O)OCC (ethyl acetate). Reaction conditions: temperature 0 celsius, time 1 hour. Yields the product N1=CC(=CC2=CC=CC=C12)C(=O)N.C(=O)(OC(C)(C)C)N[C@@H](CC1=CC=CC=C1)C(=O)N[C@@H](CCCNC(=O)OC(C)(C)C)C(=O)O (N-Boc-phenylalanyl-Nδ-Boc-ornithine Quinoline-3-amide). Isolated yield 39.1%. As a reaction SMILES: [C:1]([NH:8][C@H:9]([C:17]([NH:19][C@H:20]([C:32]([OH:34])=[O:33])[CH2:21][CH2:22][CH2:23][NH:24][C:25]([O:27][C:28]([CH3:31])([CH3:30])[CH3:29])=[O:26])=[O:18])[CH2:10][C:11]1[CH:16]=[CH:15][CH:14]=[CH:13][CH:12]=1)([O:3][C:4]([CH3:7])([CH3:6])[CH3:5])=[O:2].[NH2:35][C:36]1C=NC2C(C=1)=CC=CC=2.C(N(C(C)C)CC)(C)C.P(Cl)(Cl)(Cl)=O>CN(C)C1C=CN=CC=1.C(OCC)(=O)C.C(Cl)Cl>[N:35]1[C:12]2[C:11](=[CH:16][CH:15]=[CH:14][CH:13]=2)[CH:10]=[C:9]([C:17]([NH2:19])=[O:18])[CH:36]=1.[C:1]([NH:8][C@H:9]([C:17]([NH:19][C@H:20]([C:32]([OH:34])=[O:33])[CH2:21][CH2:22][CH2:23][NH:24][C:25]([O:27][C:28]([CH3:31])([CH3:30])[CH3:29])=[O:26])=[O:18])[CH2:10][C:11]1[CH:16]=[CH:15][CH:14]=[CH:13][CH:12]=1)([O:3][C:4]([CH3:5])([CH3:6])[CH3:7])=[O:2] |f:7.8|. Reported procedure: A cold solution (0° C.) of N-Boc-phenylalanyl-Nδ-Boc-ornithine (0.2 g, 0.4 mmol), 3-aminoquinoline (0.082 g, 0.57 mmol), diisopropylethylamine (0.103 mg, 0.8 mmol), 4-(dimethylamino)pyridine (5 mg, 0.04 mmol), and methylene chloride (3 mL) was treated dropwise with phosphorus oxychloride (0.5 mmol). The reaction was stirred at 0° C. for 1 hr and ethyl acetate (20 mL) was added. The organic layer was washed with water (2×20 mL), 1N hydrochloric acid (2×10 mL), saturated sodium bicarbonate (2×10 m... Starting materials: CCOC(=O)CBr, CCOC(C)=O, c1ccncc1. Yields the product [Br-], CCOC(=O)C[n+]1ccccc1. As a reaction SMILES: [Br:7][CH2:8][C:9](=[O:10])[O:11][CH2:12][CH3:13].[CH3:14][CH2:15][O:16][C:17](=[O:18])[CH3:19].[cH:1]1[cH:2][cH:3][n:4][cH:5][cH:6]1>>[Br-:7].[cH:1]1[cH:2][cH:3][n+:4]([CH2:8][C:9](=[O:10])[O:11][CH2:12][CH3:13])[cH:5][cH:6]1. The reactants are O=C(Cl)c1ccccc1, Cn1nc(N2CCNCC2)c(=O)n(C)c1=O. The product is Cn1nc(N2CCN(C(=O)c3ccccc3)CC2)c(=O)n(C)c1=O. RXN SMILES: [C:1]([c:2]1[cH:3][cH:4][cH:5][cH:6][cH:7]1)(=[O:8])[Cl:9].[CH3:10][n:11]1[n:12][c:13]([N:20]2[CH2:21][CH2:22][NH:23][CH2:24][CH2:25]2)[c:14](=[O:19])[n:15]([CH3:18])[c:16]1=[O:17]>>[C:1]([c:2]1[cH:3][cH:4][cH:5][cH:6][cH:7]1)(=[O:8])[N:23]1[CH2:22][CH2:21][N:20]([c:13]2[n:12][n:11]([CH3:10])[c:16](=[O:17])[n:15]([CH3:18])[c:14]2=[O:19])[CH2:25][CH2:24]1.